This data is from the Open Reaction Database (ORD), a public repository of structured organic reaction records. The task is: describe an organic reaction: reactants, conditions, products, and yield Reported procedure: 154 g (1 mole) of 3,6-dimethyl-oct-1-yn-4-en-3-ol are dissolved in 100 ml of methanol, 1 g of an 0.1% strength palladium/calcium carbonate catalyst, which has been poisoned with zinc ions, is added, and hydrogen is passed in at 15°-20° C. under atmospheric pressure. After 6 hours, the mixture is worked up similarly to Example 2. 145 g of 3,6-dimethyl-octa-1,4-dien-3-ol, of boiling point 38°-39° C./0.01 mbar and nD25 =1.4502, are obtained. This corresponds to a yield of 93% of theory. The solvent is CO (methanol). Reactants: CC(C#C)(C=CC(CC)C)O (3,6-dimethyl-oct-1-yn-4-en-3-ol), [H][H] (hydrogen). The yield is 94.0%. Conditions: time 6 hour. Reaction SMILES: [CH3:1][C:2]([OH:11])([CH:5]=[CH:6][CH:7]([CH3:10])[CH2:8][CH3:9])[C:3]#[CH:4].[H][H]>CO.[Pd].[Zn]>[CH3:1][C:2]([OH:11])([CH:5]=[CH:6][CH:7]([CH3:10])[CH2:8][CH3:9])[CH:3]=[CH2:4]. The reagents and catalysts are [Pd] (palladium/calcium carbonate), [Zn] (zinc). Yields the product CC(C=C)(C=CC(CC)C)O (3,6-dimethyl-octa-1,4-dien-3-ol). The reactants are O=C(O)c1cncc(Cl)n1, Cl, [H-], [Na+], OCc1ccccc1. Yields the product O=C(O)c1cncc(OCc2ccccc2)n1. As a reaction SMILES: [Cl:11][c:12]1[cH:13][n:14][cH:15][c:16]([C:18](=[O:19])[OH:20])[n:17]1.[ClH:21].[H-:9].[Na+:10].[OH:1][CH2:2][c:3]1[cH:4][cH:5][cH:6][cH:7][cH:8]1>>[O:1]([CH2:2][c:3]1[cH:4][cH:5][cH:6][cH:7][cH:8]1)[c:12]1[cH:13][n:14][cH:15][c:16]([C:18](=[O:19])[OH:20])[n:17]1.